From a dataset of the Open Reaction Database (ORD), a public repository of structured organic reaction records. describe an organic reaction: reactants, conditions, products, and yield Starting materials: BrCCCCN1C(SC2(C1=O)CCCC2)C (3-(4-bromobutyl)-2-methyl-1-thia-3-azaspiro[4.4]nonan-4-one), ClC=1C=CC2=C(SC=C2N2CCNCC2)C1 (6-chloro-3-piperazinylbenzo[b]thiophene), CO3, [Na+].[I-] (NaI). The solvent is C(C)#N (acetonitrile). Run at temperature 85 celsius. Yields the product Cl.ClC=1C=CC2=C(SC=C2N2CCN(CC2)CCCCN2C(SC3(C2=O)CCCC3)C)C1 (3-(4-(1-(6-Chlorobenzo[b]thiophen-3-yl)-4-piperazinyl)butyl)-2-methyl-1-thia-3-azaspiro[4.4]nonan-4-one hydrochloride). The yield is 27.5%. As a reaction SMILES: Br[CH2:2][CH2:3][CH2:4][CH2:5][N:6]1[C:10](=[O:11])[C:9]2([CH2:15][CH2:14][CH2:13][CH2:12]2)[S:8][CH:7]1[CH3:16].[Cl:17][C:18]1[CH:19]=[CH:20][C:21]2[C:25]([N:26]3[CH2:31][CH2:30][NH:29][CH2:28][CH2:27]3)=[CH:24][S:23][C:22]=2[CH:32]=1.[Na+].[I-]>C(#N)C>[ClH:17].[Cl:17][C:18]1[CH:19]=[CH:20][C:21]2[C:25]([N:26]3[CH2:27][CH2:28][N:29]([CH2:2][CH2:3][CH2:4][CH2:5][N:6]4[C:10](=[O:11])[C:9]5([CH2:15][CH2:14][CH2:13][CH2:12]5)[S:8][CH:7]4[CH3:16])[CH2:30][CH2:31]3)=[CH:24][S:23][C:22]=2[CH:32]=1 |f:2.3,5.6|. Procedure details: A mixture of 3-(4-bromobutyl)-2-methyl-1-thia-3-azaspiro[4.4]nonan-4-one (5.00 g), 6-chloro-3-piperazinylbenzo[b]thiophene (5.10 g), K2 CO3 (8.00 g) and NaI (400 mg) in acetonitrile (250 ml) was heated at 85° C. for 15.5 hours and the product was processed in substantially the same manner as in Example 10 to afford 1.43 g of crystalline solid, m.p. 211°-214° C. Reactants: BrC=1C=C(C=CC1)C=1C=CC(N(N1)CCl)=O (6-(3-bromophenyl)-2-chloromethyl-3(2H)-pyridazinone). Solvent: C(CCC)NC (N-butyl-N-methylamine). Conditions: time 8 hour. Yields the product BrC=1C=C(C=CC1)C=1C=CC(N(N1)CN(C)CCCC)=O (6-(3-Bromophenyl)-2-(N-butyl-N-methylaminomethyl)-3(2H)-pyridazinone). The yield is 190.1%. As a reaction SMILES: [Br:1][C:2]1[CH:3]=[C:4]([C:8]2[CH:9]=[CH:10][C:11](=[O:16])[N:12]([CH2:14]Cl)[N:13]=2)[CH:5]=[CH:6][CH:7]=1>C(NC)CCC>[Br:1][C:2]1[CH:3]=[C:4]([C:8]2[CH:9]=[CH:10][C:11](=[O:16])[N:12]([CH2:14][N:12]([CH2:11][CH2:10][CH2:9][CH3:8])[CH3:14])[N:13]=2)[CH:5]=[CH:6][CH:7]=1. Reported procedure: 4.5 g of 6-(3-bromophenyl)-2-chloromethyl-3(2H)-pyridazinone were heated with 10 ml of N-butyl-N-methylamine at 100°-110° C. on an oil bath for 2 hours. After the reaction mixture had been left to cool, the excess amine was distilled off under reduced pressure. To the resulting residue were added 100 ml of ethyl acetate and the mixture was left to stand overnight. The insolubles were removed by filtration and the filtrate was concentrated by evaporation under reduced pressure to a volume of abou... Starting materials: COC(C1=CN=C(C(=C1)N)N)=O (5,6-diamino-nicotinic acid methyl ester), C1(=C(C(=CC(=C1)C)C)S(=O)(=O)ON)C (O-mesitylene-sulfonylhydroxylamine), C(C1=CC=CC=C1)=O (benzaldehyde). Yields the product COC(=O)C=1C=C(C=2N(C1)N=C(N2)C2=CC=CC=C2)N (8-Amino-2-phenyl-[1,2,4]triazolo[1,5-a]pyridine-6-carboxylic Acid Methyl Ester). Reaction SMILES: [CH3:1][O:2][C:3](=[O:12])[C:4]1[CH:9]=[C:8]([NH2:10])[C:7]([NH2:11])=[N:6][CH:5]=1.C1(C)C=C(C)C=C(C)C=1S(O[NH2:25])(=O)=O.[CH:27](=O)[C:28]1[CH:33]=[CH:32][CH:31]=[CH:30][CH:29]=1>>[CH3:1][O:2][C:3]([C:4]1[CH:9]=[C:8]([NH2:10])[C:7]2[N:6]([N:25]=[C:27]([C:28]3[CH:33]=[CH:32][CH:31]=[CH:30][CH:29]=3)[N:11]=2)[CH:5]=1)=[O:12]. Procedure details: The title compound, MS m/e (%): 269 (M+, 100), was prepared in accordance with the general method of example 1 from 5,6-diamino-nicotinic acid methyl ester, O-mesitylene-sulfonylhydroxylamine, and benzaldehyde. The purification was performed by flash column chromatography on silica eluting with a mixture of ethyl acetate and n-hexane. The reactants are C(C)(C)(C)OC(NC(C(=O)N1CCC(CC1)(C(=O)NN(C)C)CC1=CC=CC=C1)CC1=CNC2=CC=CC=C12)=O ((2-(4-benzyl-4-(N′,N′-dimethylhydrazinocarbonyl)piperidine-1-yl)-1-(1H-indole-3-ylmethyl)-2-oxoethyl)carbamic acid tert-butyl ester), FC(C(=O)O)(F)F (trifluoroacetic acid). Run in C(Cl)Cl (methylene chloride). Run at time 30 minute. The product is CN(NC(=O)C1(CCN(CC1)C(C(CC1=CNC2=CC=CC=C12)N)=O)CC1=CC=CC=C1)C (1-(2-amino-3-(1H-indol-3-yl)propionyl)-4-benzylpiperidine-4-carboxylic acid N′,N′-dimethylhydrazide). Isolated yield 192.8%. RXN SMILES: C(OC(=O)[NH:7][CH:8]([CH2:30][C:31]1[C:39]2[C:34](=[CH:35][CH:36]=[CH:37][CH:38]=2)[NH:33][CH:32]=1)[C:9]([N:11]1[CH2:16][CH2:15][C:14]([CH2:23][C:24]2[CH:29]=[CH:28][CH:27]=[CH:26][CH:25]=2)([C:17]([NH:19][N:20]([CH3:22])[CH3:21])=[O:18])[CH2:13][CH2:12]1)=[O:10])(C)(C)C.FC(F)(F)C(O)=O>C(Cl)Cl>[CH3:22][N:20]([CH3:21])[NH:19][C:17]([C:14]1([CH2:23][C:24]2[CH:29]=[CH:28][CH:27]=[CH:26][CH:25]=2)[CH2:13][CH2:12][N:11]([C:9](=[O:10])[CH:8]([NH2:7])[CH2:30][C:31]2[C:39]3[C:34](=[CH:35][CH:36]=[CH:37][CH:38]=3)[NH:33][CH:32]=2)[CH2:16][CH2:15]1)=[O:18]. Reported procedure: To a solution of (2-(4-benzyl-4-(N′,N′-dimethylhydrazinocarbonyl)piperidine-1-yl)-1-(1H-indole-3-ylmethyl)-2-oxoethyl)carbamic acid tert-butyl ester (0.40 g, 0.73 mmol) in methylene chloride (3 ml) at 0° C. was added trifluoroacetic acid (3 ml) and the mixture was stirred for 30 min. The mixture was quenched with ethanol (20 ml), concentrated in vacuo and stripped three times with methylene chloride to give 0.63 g of 1-(2-amino-3-(1H-indol-3-yl)propionyl)-4-benzylpiperidine-4-carboxylic acid N′,...